From a dataset of the Open Reaction Database (ORD), a public repository of structured organic reaction records. describe an organic reaction: reactants, conditions, products, and yield Starting materials: O(S(=O)(=O)C(F)(F)F)CC(F)(F)F (2,2,2-Trifluoroethyl triflate), N12CCN(CC1)CC2 (1,4-diazabicyclo[2,2,2]octane). The solvent is ClCCl (dichloromethane). Run at time 2 hour. Yields the product [O-]S(=O)(=O)C(F)(F)F.FC(C[N+]12CCN(CC1)CC2)(F)F (1-(2,2,2-trifluoroethyl)-4-aza-1-azoniabicyclo [2,2,2]octane triflate). Isolated yield 55.9%. RXN SMILES: [O:1]([CH2:9][C:10]([F:13])([F:12])[F:11])[S:2]([C:5]([F:8])([F:7])[F:6])(=[O:4])=[O:3].[N:14]12[CH2:21][CH2:20][N:17]([CH2:18][CH2:19]1)[CH2:16][CH2:15]2>ClCCl>[O-:4][S:2]([C:5]([F:8])([F:7])[F:6])(=[O:3])=[O:1].[F:11][C:10]([F:13])([F:12])[CH2:9][N+:14]12[CH2:21][CH2:20][N:17]([CH2:18][CH2:19]1)[CH2:16][CH2:15]2 |f:3.4|. Reported procedure: 2,2,2-Trifluoroethyl triflate (10.0 g, 43.1 mmol) was added slowly to a stirred, freshly-prepared solution of 1,4-diazabicyclo[2,2,2]octane (7.0 g, 62.5 mmol) in dichloromethane (50 cm3). The reaction mixture was stirred for 2 hours then filtered to remove a white precipitate, which was recrystallized from an ethanol-diethyl ether mixture to provide 1-(2,2,2-trifluoroethyl)-4-aza-1-azoniabicyclo [2,2,2]octane triflate (8.3 g, 24.1 mmol, 56%) (Found: C, 31.2; H, 3.8; N, 7.9%. Calc. C, 31.4; H, 4.... The reactants are Cc1nn(-c2ccc(CCNC(=O)Oc3ccccc3)cc2)c(C)c1-c1ccccc1, NC(=O)c1cccc(S(N)(=O)=O)c1. Product: Cc1nn(-c2ccc(CCNC(=O)NS(=O)(=O)c3cccc(C(N)=O)c3)cc2)c(C)c1-c1ccccc1. RXN SMILES: [CH3:1][c:2]1[n:3][n:4](-[c:14]2[cH:15][cH:16][c:17]([CH2:20][CH2:21][NH:22][C:23]([O:24][c:25]3[cH:26][cH:27][cH:28][cH:29][cH:30]3)=[O:31])[cH:18][cH:19]2)[c:5]([CH3:13])[c:6]1-[c:7]1[cH:8][cH:9][cH:10][cH:11][cH:12]1.[NH2:32][S:33](=[O:34])(=[O:35])[c:36]1[cH:37][c:38]([C:39](=[O:40])[NH2:41])[cH:42][cH:43][cH:44]1>>[CH3:1][c:2]1[n:3][n:4](-[c:14]2[cH:15][cH:16][c:17]([CH2:20][CH2:21][NH:22][C:23](=[O:31])[NH:32][S:33](=[O:34])(=[O:35])[c:36]3[cH:37][c:38]([C:39](=[O:40])[NH2:41])[cH:42][cH:43][cH:44]3)[cH:18][cH:19]2)[c:5]([CH3:13])[c:6]1-[c:7]1[cH:8][cH:9][cH:10][cH:11][cH:12]1. Starting materials: CCC(NC(=O)c1cc(Cl)ccc1[N+](=O)[O-])C(=O)OC(C)(C)C, CCO, [Na+], [OH-], O, O, Cl[Sn]Cl. Product: CCC(NC(=O)c1cc(Cl)ccc1N)C(=O)OC(C)(C)C. Reaction SMILES: [C:1]([CH3:2])([CH3:3])([CH3:4])[O:5][C:6]([CH:7]([CH2:8][CH3:9])[NH:10][C:11]([c:12]1[c:13]([N+:19]([O-:20])=[O:21])[cH:14][cH:15][c:16]([Cl:18])[cH:17]1)=[O:22])=[O:23].[CH3:29][CH2:30][OH:31].[Na+:33].[OH-:32].[OH2:24].[OH2:25].[Sn:26]([Cl:27])[Cl:28]>>[C:1]([CH3:2])([CH3:3])([CH3:4])[O:5][C:6]([CH:7]([CH2:8][CH3:9])[NH:10][C:11]([c:12]1[c:13]([NH2:19])[cH:14][cH:15][c:16]([Cl:18])[cH:17]1)=[O:22])=[O:23]. Reactants: N#CC(C(=O)O)c1ccccc1, C(=NC1CCCCC1)=NC1CCCCC1, ClCCl, Oc1c(Cl)c(Cl)c(Cl)c(Cl)c1Cl. The product is N#CC(C(=O)Oc1c(Cl)c(Cl)c(Cl)c(Cl)c1Cl)c1ccccc1. Reaction SMILES: [C:1](#[N:2])[CH:3]([C:4](=[O:5])[OH:6])[c:7]1[cH:8][cH:9][cH:10][cH:11][cH:12]1.[CH:13]1([N:14]=[C:15]=[N:16][CH:17]2[CH2:18][CH2:19][CH2:20][CH2:21][CH2:22]2)[CH2:23][CH2:24][CH2:25][CH2:26][CH2:27]1.[Cl:40][CH2:41][Cl:42].[OH:28][c:29]1[c:30]([Cl:31])[c:32]([Cl:33])[c:34]([Cl:35])[c:36]([Cl:37])[c:38]1[Cl:39]>>[C:1](#[N:2])[CH:3]([C:4]([O:5][c:29]1[c:30]([Cl:31])[c:32]([Cl:33])[c:34]([Cl:35])[c:36]([Cl:37])[c:38]1[Cl:39])=[O:6])[c:7]1[cH:8][cH:9][cH:10][cH:11][cH:12]1. The reactants are C(C)(C)(C)C1=CC(=C(C=C1)Cl)[N+](=O)[O-] (4-tert-Butyl-2-nitrochlorobenzene), N1CCOCC1 (morpholine), ice water. The product is C(C)(C)(C)C1=CC(=C(C=C1)N1CCOCC1)[N+](=O)[O-] (4-(4-tert-butyl-2-nitrophenyl)morpholine). The yield is 95.0%. As a reaction SMILES: [C:1]([C:5]1[CH:10]=[CH:9][C:8](Cl)=[C:7]([N+:12]([O-:14])=[O:13])[CH:6]=1)([CH3:4])([CH3:3])[CH3:2].[NH:15]1[CH2:20][CH2:19][O:18][CH2:17][CH2:16]1>>[C:1]([C:5]1[CH:10]=[CH:9][C:8]([N:15]2[CH2:20][CH2:19][O:18][CH2:17][CH2:16]2)=[C:7]([N+:12]([O-:14])=[O:13])[CH:6]=1)([CH3:4])([CH3:3])[CH3:2]. Reported procedure: 4-tert-Butyl-2-nitrochlorobenzene (19 g.; 68 mmoles) and morpholine (30 g.; 340 mmoles) were heated at 90° C. for 40 hours. The mixture was then poured into ice water. The yellow solid precipitate was collected by filtration (95% yield) and found to melt at 58°-60° C. Reactants: Cl (hydrochloric acid), BrCCCC (1-bromobutane), C(C)(C)NC(C)C (diisopropylamine), C(CCC)[Li] (n-butyllithium), C1(=CC=CC=C1)C=1C2=C(OCC1CC(=O)O)C=CC=C2 (2-(4-phenyl-2H-3-benzo[b]-pyranyl)acetic acid). Run in O (water), CCCCC (pentane), O1CCCC1 (tetrahydrofuran), CCCCCC (hexane). Conditions: temperature 0 celsius, time 15 minute. Product: C1(=CC=CC=C1)C=1C2=C(OCC1C(C(=O)O)CCCC)C=CC=C2 (2-(4-Phenyl-2H-3-benzo[b]pyranyl)hexanoic acid). Isolated yield 52.7%. As a reaction SMILES: C(NC(C)C)(C)C.[CH2:8]([Li])[CH2:9][CH2:10][CH3:11].[C:13]1([C:19]2[C:20]3[CH:32]=[CH:31][CH:30]=[CH:29][C:21]=3[O:22][CH2:23][C:24]=2[CH2:25][C:26]([OH:28])=[O:27])[CH:18]=[CH:17][CH:16]=[CH:15][CH:14]=1.BrCCCC.Cl>O1CCCC1.CCCCCC.CCCCC.O>[C:13]1([C:19]2[C:20]3[CH:32]=[CH:31][CH:30]=[CH:29][C:21]=3[O:22][CH2:23][C:24]=2[CH:25]([CH2:8][CH2:9][CH2:10][CH3:11])[C:26]([OH:28])=[O:27])[CH:14]=[CH:15][CH:16]=[CH:17][CH:18]=1. Procedure: 3.1 ml (22 mmol) of diisopropylamine in solution in 20 ml of tetrahydrofuran are placed in a 250-ml reactor protected from moisture, and then 13.75 ml (22 mmol) of n-butyllithium in hexane (1.6 M) are added dropwise to this solution kept at 0° C. After stirring the reaction medium for 15 minutes at 0° C., 2.66 g (10 mmol) of 2-(4-phenyl-2H-3-benzo[b]-pyranyl)acetic acid are added dropwise to this solution kept at 0° C. The reaction medium is stirred for 2 hours at 0° C. and then 1.18 ml (11 mmol... The reactants are BrC1C(C2=CC=C(C=C2C1)Cl)=O (2-bromo-5-chloroindan-1-one), ClC=1C=C(C(=S)N)C=CC1 (3-chlorothiobenzamide). Product: Br.ClC1=CC=2CC3C(N=C(S3)C3=CC(=CC=C3)Cl)(C2C=C1)O (6-Chloro-2-(3-chlorophenyl)-8,8a-dihydroindeno[1,2-d]thiazol-3a-ol hydrobromide). Reaction SMILES: [Br:1][CH:2]1[CH2:10][C:9]2[C:4](=[CH:5][CH:6]=[C:7]([Cl:11])[CH:8]=2)[C:3]1=[O:12].[Cl:13][C:14]1[CH:15]=[C:16]([CH:20]=[CH:21][CH:22]=1)[C:17]([NH2:19])=[S:18]>>[BrH:1].[Cl:11][C:7]1[CH:6]=[CH:5][C:4]2[C:3]3([OH:12])[N:19]=[C:17]([C:16]4[CH:20]=[CH:21][CH:22]=[C:14]([Cl:13])[CH:15]=4)[S:18][CH:2]3[CH2:10][C:9]=2[CH:8]=1 |f:2.3|. Reported procedure: This compound is prepared analogously to the process described in Example 1c using 2-bromo-5-chloroindan-1-one and 3-chlorothiobenzamide; melting point: 205-210° C. (dec.).